From a dataset of the Open Reaction Database (ORD), a public repository of structured organic reaction records. describe an organic reaction: reactants, conditions, products, and yield The reactants are C(C1=CC=CC=C1)OC1=C(C=C2CCOCC2)C=C(C=C1)OC1=C2CCCC2=C(C=C1C)[N+](=O)[O-] (4-[2-Benzyloxy-5-(5-methyl-7-nitroindan-4-yloxy) benzylidene]tetrahydropyran), [H][H] (hydrogen). The reagents and catalysts are [Pd] (Pd/C). The solvent is C(C)O (ethanol), C(C)(=O)OCC (ethyl acetate). Yields the product NC=1C=C(C(=C2CCCC12)OC1=CC(=C(C=C1)O)CC1CCOCC1)C (4-(7-Amino-5-methylindan-4-yloxy)-2-(tetrahydropyran-4-yl methyl)phenol). The yield is 80.0%. RXN SMILES: C([O:8][C:9]1[CH:21]=[CH:20][C:19]([O:22][C:23]2[C:31]([CH3:32])=[CH:30][C:29]([N+:33]([O-])=O)=[C:28]3[C:24]=2[CH2:25][CH2:26][CH2:27]3)=[CH:18][C:10]=1[CH:11]=[C:12]1[CH2:17][CH2:16][O:15][CH2:14][CH2:13]1)C1C=CC=CC=1.[H][H]>C(O)C.C(OCC)(=O)C.[Pd]>[NH2:33][C:29]1[CH:30]=[C:31]([CH3:32])[C:23]([O:22][C:19]2[CH:20]=[CH:21][C:9]([OH:8])=[C:10]([CH2:11][CH:12]3[CH2:17][CH2:16][O:15][CH2:14][CH2:13]3)[CH:18]=2)=[C:24]2[C:28]=1[CH2:27][CH2:26][CH2:25]2. Reported procedure: 4-[2-Benzyloxy-5-(5-methyl-7-nitroindan-4-yloxy) benzylidene]tetrahydropyran (230 mg) was dissolved in ethanol (10 mL) and ethyl acetate (2 mL). After adding 10% Pd/C (50 mg) under ice-cooling, the mixture was stirred at room temperature under an atmospheric pressure of hydrogen for 24 hours. The insoluble material was removed by filtration. The filtrate was evaporated under reduced pressure to dryness. The residue was purified by column chromatography on silica gel (eluent: exane/ethyl acetate)... Solvent: O (water), CO (methanol), O (water), Cl (HCl). Yields the product FC1=CC=C(C=C1)N1N=C(N=C1)C(=O)OCC (ethyl 1-(4-fluorophenyl)-1,2,4-triazole-3-carboxylate). Yield: 89.8%. Procedure: 4-Fluoroaniline (2.8 g, 26 mmol) was dissolved in 10% HCl and cooled to 0° C. To this solution was carefully added NaNO2 (1.8 g, 26 mmol) dissolved in 10 mL water. In a separate flask, NaOAc (13 g, 96 mmol), and water (25 mL) were added to a solution of ethyl isocyanoacetate (2.0 g, 18 mmol) in methanol (80 mL). This solution was cooled to 0° C. and the diazonium salt of 4-fluoroaniline was carefully added over the course of 15 minutes. Stirring was continued at 0° C. for an additional 15 minute... Conditions: temperature 0 celsius, time 15 minute. The reactants are diazonium salt, FC1=CC=C(N)C=C1 (4-fluoroaniline), CC(=O)[O-].[Na+] (NaOAc), [N+](#[C-])CC(=O)OCC (ethyl isocyanoacetate), FC1=CC=C(N)C=C1 (4-Fluoroaniline), N(=O)[O-].[Na+] (NaNO2). RXN SMILES: [F:1][C:2]1[CH:8]=[CH:7][C:5]([NH2:6])=[CH:4][CH:3]=1.[N:9]([O-])=O.[Na+].CC([O-])=O.[Na+].[N+:18]([CH2:20][C:21]([O:23][CH2:24][CH3:25])=[O:22])#[C-:19]>Cl.O.CO>[F:1][C:2]1[CH:8]=[CH:7][C:5]([N:6]2[CH:19]=[N:18][C:20]([C:21]([O:23][CH2:24][CH3:25])=[O:22])=[N:9]2)=[CH:4][CH:3]=1 |f:1.2,3.4|.